Task: describe an organic reaction: reactants, conditions, products, and yield. Dataset: the Open Reaction Database (ORD), a public repository of structured organic reaction records The reactants are O=C(OC(Cl)(Cl)Cl)OC(Cl)(Cl)Cl, Nc1ccc2nc(NC3CCc4ccccc43)ccc2c1, NC1CCN(CCF)CC1. Product: O=C(Nc1ccc2nc(NC3CCc4ccccc43)ccc2c1)NC1CCN(CCF)CC1. As a reaction SMILES: [C:1]([O:2][C:3]([Cl:4])([Cl:5])[Cl:6])([O:7][C:8]([Cl:9])([Cl:10])[Cl:11])=[O:12].[CH:23]1([NH:32][c:33]2[n:34][c:35]3[cH:36][cH:37][c:38]([NH2:43])[cH:39][c:40]3[cH:41][cH:42]2)[CH2:24][CH2:25][c:26]2[cH:27][cH:28][cH:29][cH:30][c:31]21.[F:13][CH2:14][CH2:15][N:16]1[CH2:17][CH2:18][CH:19]([NH2:22])[CH2:20][CH2:21]1>>[C:1](=[O:12])([NH:22][CH:19]1[CH2:18][CH2:17][N:16]([CH2:15][CH2:14][F:13])[CH2:21][CH2:20]1)[NH:43][c:38]1[cH:37][cH:36][c:35]2[n:34][c:33]([NH:32][CH:23]3[CH2:24][CH2:25][c:26]4[cH:27][cH:28][cH:29][cH:30][c:31]43)[cH:42][cH:41][c:40]2[cH:39]1. Starting materials: Brc1cncc(Br)c1, C1CCOC1, [Li]CCCC, COC=O, CC(C)NC(C)C, [Na+], O=C([O-])O. Yields the product O=Cc1c(Br)cncc1Br. RXN SMILES: [Br:13][c:14]1[cH:15][n:16][cH:17][c:18]([Br:19])[cH:20]1.[CH2:30]1[O:31][CH2:32][CH2:33][CH2:34]1.[CH2:8]([Li:9])[CH2:10][CH2:11][CH3:12].[CH3:21][O:22][CH:23]=[O:24].[CH:1]([NH:2][CH:3]([CH3:4])[CH3:5])([CH3:6])[CH3:7].[Na+:29].[O-:25][C:26]([OH:27])=[O:28]>>[Br:13][c:14]1[cH:15][n:16][cH:17][c:18]([Br:19])[c:20]1[CH:21]=[O:22]. Reactants: CC(C)(C)OC(=O)NCCNCCCNC(c1ccccc1)(c1ccccc1)c1ccccc1, CCN(C(C)C)C(C)C, Cn1ncc(NC(=O)Oc2ccccc2)c1NC(c1ccccc1)(c1ccccc1)c1ccccc1, CCOC(C)=O, ClC(Cl)Cl. Yields the product Cn1ncc(NC(=O)N(CCCNC(c2ccccc2)(c2ccccc2)c2ccccc2)CCNC(=O)OC(C)(C)C)c1NC(c1ccccc1)(c1ccccc1)c1ccccc1. As a reaction SMILES: [C:37]([c:38]1[cH:39][cH:40][cH:41][cH:42][cH:43]1)([c:44]1[cH:45][cH:46][cH:47][cH:48][cH:49]1)([c:50]1[cH:51][cH:52][cH:53][cH:54][cH:55]1)[NH:56][CH2:57][CH2:58][CH2:59][NH:60][CH2:61][CH2:62][NH:63][C:64]([O:65][C:66]([CH3:67])([CH3:68])[CH3:69])=[O:70].[CH2:71]([N:72]([CH:73]([CH3:74])[CH3:75])[CH:76]([CH3:77])[CH3:78])[CH3:79].[CH3:1][n:2]1[n:3][cH:4][c:5]([NH:27][C:28]([O:29][c:31]2[cH:32][cH:33][cH:34][cH:35][cH:36]2)=[O:30])[c:6]1[NH:7][C:8]([c:9]1[cH:10][cH:11][cH:12][cH:13][cH:14]1)([c:15]1[cH:16][cH:17][cH:18][cH:19][cH:20]1)[c:21]1[cH:22][cH:23][cH:24][cH:25][cH:26]1.[CH3:80][CH2:81][O:82][C:83](=[O:84])[CH3:85].[CH:86]([Cl:87])([Cl:88])[Cl:89]>>[CH3:1][n:2]1[n:3][cH:4][c:5]([NH:27][C:28](=[O:29])[N:60]([CH2:59][CH2:58][CH2:57][NH:56][C:37]([c:38]2[cH:39][cH:40][cH:41][cH:42][cH:43]2)([c:44]2[cH:45][cH:46][cH:47][cH:48][cH:49]2)[c:50]2[cH:51][cH:52][cH:53][cH:54][cH:55]2)[CH2:61][CH2:62][NH:63][C:64]([O:65][C:66]([CH3:67])([CH3:68])[CH3:69])=[O:70])[c:6]1[NH:7][C:8]([c:9]1[cH:10][cH:11][cH:12][cH:13][cH:14]1)([c:15]1[cH:16][cH:17][cH:18][cH:19][cH:20]1)[c:21]1[cH:22][cH:23][cH:24][cH:25][cH:26]1. Starting materials: CC(C)[Si](OC1=CCC(c2cc(F)c(F)cc2F)CC1)(C(C)C)C(C)C, ClCCl, O=[IH2]c1ccccc1, C[Si](C)(C)N=[N+]=[N-]. Product: CC(C)[Si](OC1=CC(N=[N+]=[N-])C(c2cc(F)c(F)cc2F)CC1)(C(C)C)C(C)C. Reaction SMILES: [CH:1]([CH3:2])([CH3:3])[Si:4]([O:5][C:6]1=[CH:7][CH2:8][CH:9]([c:12]2[c:13]([F:20])[cH:14][c:15]([F:19])[c:16]([F:18])[cH:17]2)[CH2:10][CH2:11]1)([CH:21]([CH3:22])[CH3:23])[CH:24]([CH3:25])[CH3:26].[Cl:42][CH2:43][Cl:44].[IH2:27]([c:28]1[cH:29][cH:30][cH:31][cH:32][cH:33]1)=[O:34].[N:35](=[N+:36]=[N-:37])[Si:38]([CH3:39])([CH3:40])[CH3:41]>>[CH:1]([CH3:2])([CH3:3])[Si:4]([O:5][C:6]1=[CH:7][CH:8]([N:35]=[N+:36]=[N-:37])[CH:9]([c:12]2[c:13]([F:20])[cH:14][c:15]([F:19])[c:16]([F:18])[cH:17]2)[CH2:10][CH2:11]1)([CH:21]([CH3:22])[CH3:23])[CH:24]([CH3:25])[CH3:26].